This data is from the Open Reaction Database (ORD), a public repository of structured organic reaction records. The task is: describe an organic reaction: reactants, conditions, products, and yield Starting materials: CO, Cl, CC(=O)Nc1ccc2c(c1)CCC(COC1CCCCO1)O2, O. Product: CC(=O)Nc1ccc2c(c1)CCC(CO)O2. RXN SMILES: [CH3:23][OH:24].[ClH:25].[O:1]1[CH2:2][CH2:3][CH2:4][CH2:5][CH:6]1[O:7][CH2:8][CH:9]1[O:10][c:11]2[c:12]([cH:15][c:16]([NH:19][C:20]([CH3:21])=[O:22])[cH:17][cH:18]2)[CH2:13][CH2:14]1.[OH2:26]>>[OH:7][CH2:8][CH:9]1[O:10][c:11]2[c:12]([cH:15][c:16]([NH:19][C:20]([CH3:21])=[O:22])[cH:17][cH:18]2)[CH2:13][CH2:14]1. Procedure details: Tert-butyl 4-methylpyridin-3-ylcarbamate (200 mg, 0.96 mmol) was dissolved in glacial acetic acid (5 mL) and treated with PtO2 (200 mg, 1:1 w/w) under an atmosphere of hydrogen. The reaction mixture was stirred at rt for 15 h. The reaction mixture was then filtered through a pad of Celite. The filtrate was neutralized with solid NaHCO3, and extracted with EtOAc (5×50 mL). The organic layer was dried over Na2SO4, concentrated in vacuo to yield the titled compound (160 mg, 77%), which was used for... The reagents and catalysts are O=[Pt]=O (PtO2). The product is CC1C(CNCC1)NC(OC(C)(C)C)=O (tert-butyl 4-methylpiperidin-3-ylcarbamate). Run at time 15 hour. Run in C(C)(=O)O (acetic acid). Yield: 77.8%. RXN SMILES: [CH3:1][C:2]1[CH:7]=[CH:6][N:5]=[CH:4][C:3]=1[NH:8][C:9](=[O:15])[O:10][C:11]([CH3:14])([CH3:13])[CH3:12]>C(O)(=O)C.O=[Pt]=O>[CH3:1][CH:2]1[CH2:7][CH2:6][NH:5][CH2:4][CH:3]1[NH:8][C:9](=[O:15])[O:10][C:11]([CH3:14])([CH3:13])[CH3:12]. Reactants: CC1=C(C=NC=C1)NC(OC(C)(C)C)=O (Tert-butyl 4-methylpyridin-3-ylcarbamate).